This data is from the Open Reaction Database (ORD), a public repository of structured organic reaction records. The task is: describe an organic reaction: reactants, conditions, products, and yield Reactants: CCOC(=O)C1CC1c1ccc(C(C)(C)C)cc1, CCO, NN, O. Yields the product CC(C)(C)c1ccc(C2CC2C(=O)NN)cc1. RXN SMILES: [C:1]([CH3:2])([CH3:3])([CH3:4])[c:5]1[cH:6][cH:7][c:8]([CH:11]2[CH:12]([C:14]([O:16][CH2:15][CH3:17])=[O:18])[CH2:13]2)[cH:9][cH:10]1.[CH3:22][CH2:23][OH:24].[NH2:20][NH2:21].[OH2:19]>>[C:1]([CH3:2])([CH3:3])([CH3:4])[c:5]1[cH:6][cH:7][c:8]([CH:11]2[CH:12]([C:14](=[O:16])[NH:20][NH2:21])[CH2:13]2)[cH:9][cH:10]1. Starting materials: C(C)N(CC)CC1=C(C=C(S1)C1=NC(=NO1)C1=CC=C(COS(=O)(=O)C)C=C1)C (methanesulfonic acid 4-[5-(5-diethylaminomethyl-4-methyl-thiophen-2-yl)-[1,2,4]oxadiazol-3-yl]-benzyl ester), ClCC1=CC=C(C=C1)C1=NOC(=N1)C1=CC(=C(S1)CN(CC)CC)C ({5-[3-(4-chloromethyl-phenyl)-[1,2,4]oxadiazol-5-yl]-3-methyl-thiophen-2-ylmethyl}-diethyl-amine). The solvent is N (NH3), CO (methanol). Yields the product NCC1=CC=C(C=C1)C1=NOC(=N1)C1=CC(=C(S1)CN(CC)CC)C ({5-[3-(4-Aminomethyl-phenyl)-[1,2,4]oxadiazol-5-yl]-3-methyl-thiophen-2-ylmethyl}-diethyl-amine). As a reaction SMILES: Cl[CH2:2][C:3]1[CH:8]=[CH:7][C:6]([C:9]2[N:13]=[C:12]([C:14]3[S:18][C:17]([CH2:19][N:20]([CH2:23][CH3:24])[CH2:21][CH3:22])=[C:16]([CH3:25])[CH:15]=3)[O:11][N:10]=2)=[CH:5][CH:4]=1.C([N:28](CC1SC(C2ON=C(C3C=CC(COS(C)(=O)=O)=CC=3)N=2)=CC=1C)CC)C>N.CO>[NH2:28][CH2:2][C:3]1[CH:8]=[CH:7][C:6]([C:9]2[N:13]=[C:12]([C:14]3[S:18][C:17]([CH2:19][N:20]([CH2:23][CH3:24])[CH2:21][CH3:22])=[C:16]([CH3:25])[CH:15]=3)[O:11][N:10]=2)=[CH:5][CH:4]=1. Procedure: To a solution of {4-[5-(5-diethylaminomethyl-4-methyl-thiophen-2-yl)-[1,2,4]oxadiazol-3-yl]-phenyl}-methanol (971 mg, 2.72 mmol) in DCM (40 mL), DIPEA (526 mg, 4.07 mmol) and methanesulfonyl chloride (373 mg, 3.26 mmol) is added. The reaction mixture is stirred at rt for 15 h before it is diluted with DCM and washed with sat. aq. NaHCO3 solution. The washing is extracted back three times with DCM. The combined organic extracts are dried over MgSO4, filtered, concentrated and dried to give crude ...